Dataset: the Open Reaction Database (ORD), a public repository of structured organic reaction records. Task: describe an organic reaction: reactants, conditions, products, and yield The reactants are C(#N)C=1C=C(C=CC1)C1=C(CCC1)C(=O)OCC (ethyl 2-(3-cyanophenyl)-1-cyclopentene-1-carboxylate), C(C)(C)(C)NS(=O)(=O)C1=C(C=CC=C1)C1=CC=C(C=C1)N (2′-tert-butylaminosulfonyl-4-amino-[1,1′]-biphenyl), C[Al](C)C (trimethylaluminum), CCCCCC (hexane). Run in ClCCl (dichloromethane), ClCCl (dichloromethane). Run at time 8 hour. Product: C(C)(C)(C)NS(=O)(=O)C1=C(C=CC=C1)C1=CC=C(C=C1)NC(=O)C1=C(CCC1)C1=CC(=CC=C1)C#N (N-[4-(2-{[(tert-butyl)amino]sulfonyl}phenyl)phenyl][2-(3-cyanophenyl)cyclopent-1-enyl]carboxamide). The yield is 81.3%. As a reaction SMILES: [C:1]([NH:5][S:6]([C:9]1[CH:14]=[CH:13][CH:12]=[CH:11][C:10]=1[C:15]1[CH:20]=[CH:19][C:18]([NH2:21])=[CH:17][CH:16]=1)(=[O:8])=[O:7])([CH3:4])([CH3:3])[CH3:2].C[Al](C)C.CCCCCC.[C:32]([C:34]1[CH:35]=[C:36]([C:40]2[CH2:44][CH2:43][CH2:42][C:41]=2[C:45](OCC)=[O:46])[CH:37]=[CH:38][CH:39]=1)#[N:33]>ClCCl>[C:1]([NH:5][S:6]([C:9]1[CH:14]=[CH:13][CH:12]=[CH:11][C:10]=1[C:15]1[CH:20]=[CH:19][C:18]([NH:21][C:45]([C:41]2[CH2:42][CH2:43][CH2:44][C:40]=2[C:36]2[CH:37]=[CH:38][CH:39]=[C:34]([C:32]#[N:33])[CH:35]=2)=[O:46])=[CH:17][CH:16]=1)(=[O:8])=[O:7])([CH3:4])([CH3:2])[CH3:3]. Reported procedure: To a solution of 2′-tert-butylaminosulfonyl-4-amino-[1,1′]-biphenyl (60 mg, 0.197 mmol) in 4 ml anhydrous dichloromethane was added a solution of 2M trimethylaluminum in hexane (0.3 ml, 0.59 mmol). Reaction was stirred at room temperature for 20 minutes to which a solution of ethyl 2-(3-cyanophenyl)-1-cyclopentene-1-carboxylate (48 mg, 0.197 mmol) in lml anhydrous dichloromethane. Reaction was stirred at room temperature overnight. Reaction was quenched with 15 ml 1N HCl after which an additiona... The reactants are crude mixture, CN1C(N(CCC1)C)=O (1,3-dimethyl-3,4,5,6-tetrahydro-2(1H)-pyrimidinone), N1CCNCC1 (piperazine), FC1=CC=2N(C=C1)C(=CN2)C(=O)NC2=C1C(=NN(C1=CC=C2)CC2=NC(=CC=C2)C)CC (7-fluoro-N-(3-ethyl-1-((6-methylpyridin-2-yl)methyl)-1H-indazol-4-yl)imidazo[1,2-a]pyridine-3-carboxamide). Solvent: C1(=CC=CC=C1)C (toluene). Conditions: temperature 105 celsius, time 16 hour. The product is C(C)C1=NN(C2=CC=CC(=C12)NC(=O)C1=CN=C2N1C=CC(=C2)N2CCNCC2)CC2=NC(=CC=C2)C (N-(3-ethyl-1-((6-methylpyridin-2-yl)methyl)-1H-indazol-4-yl)-7-(piperazin-1-yl)imidazo[1,2-a]pyridine-3-carboxamide). Yield: 80.9%. As a reaction SMILES: F[C:2]1[CH:7]=[CH:6][N:5]2[C:8]([C:11]([NH:13][C:14]3[CH:22]=[CH:21][CH:20]=[C:19]4[C:15]=3[C:16]([CH2:31][CH3:32])=[N:17][N:18]4[CH2:23][C:24]3[CH:29]=[CH:28][CH:27]=[C:26]([CH3:30])[N:25]=3)=[O:12])=[CH:9][N:10]=[C:4]2[CH:3]=1.CN1CCCN(C)C1=O.[NH:42]1[CH2:47][CH2:46][NH:45][CH2:44][CH2:43]1>C1(C)C=CC=CC=1>[CH2:31]([C:16]1[C:15]2[C:19](=[CH:20][CH:21]=[CH:22][C:14]=2[NH:13][C:11]([C:8]2[N:5]3[CH:6]=[CH:7][C:2]([N:42]4[CH2:47][CH2:46][NH:45][CH2:44][CH2:43]4)=[CH:3][C:4]3=[N:10][CH:9]=2)=[O:12])[N:18]([CH2:23][C:24]2[CH:29]=[CH:28][CH:27]=[C:26]([CH3:30])[N:25]=2)[N:17]=1)[CH3:32]. Procedure details: N-(3-Ethyl-1-((6-methylpyridin-2-yl)methyl)-1H-indazol-4-yl)-7-fluoroimidazo[1,2-a]pyridine-3-carboxamide (12 mg, 0.03 mmol; Example 74, Step A) was dissolved in toluene (0.2 mL) and 1,3-dimethyl-3,4,5,6-tetrahydro-2(1H)-pyrimidinone (DMPU) (0.1 mL) and piperazine (24 mg, 0.28 mmol) was added in one portion. The mixture was heated to 105° C. and stirred for 16 hours. The crude mixture was loaded onto a Biotage 12+ C-18 samplet and purified using a gradient of 10-65% acetonitrile/water to give N-... The reactants are CC#N, CCOC(C)=O, O=C(O)C1CCCN1, CCOC(=O)NC(CCc1ccccc1)P(=O)(CC(=O)N1CCCC1C(=O)O)OCc1ccccc1. Yields the product CCOC(=O)NC(CCc1ccccc1)P(=O)(O)CC(=O)N1CCCC1C(=O)O. As a reaction SMILES: [CH3:1][C:2]#[N:3].[CH3:48][CH2:49][O:50][C:51](=[O:52])[CH3:53].[OH:4][C:5]([CH:6]1[NH:7][CH2:8][CH2:9][CH2:10]1)=[O:11].[c:12]1([CH2:13][O:19][P:20](=[O:21])([CH:22]([CH2:23][CH2:24][c:25]2[cH:26][cH:27][cH:28][cH:29][cH:30]2)[NH:31][C:32](=[O:33])[O:34][CH2:35][CH3:36])[CH2:37][C:38](=[O:39])[N:40]2[CH:41]([C:42](=[O:43])[OH:44])[CH2:45][CH2:46][CH2:47]2)[cH:14][cH:15][cH:16][cH:17][cH:18]1>>[O:19]=[P:20]([OH:21])([CH:22]([CH2:23][CH2:24][c:25]1[cH:26][cH:27][cH:28][cH:29][cH:30]1)[NH:31][C:32](=[O:33])[O:34][CH2:35][CH3:36])[CH2:37][C:38](=[O:39])[N:40]1[CH:41]([C:42](=[O:43])[OH:44])[CH2:45][CH2:46][CH2:47]1. Procedure details: To a solution of 2-methylthiazole-4-carbonyl chloride (0.34 g, 2.10 mmol) in dry MeCN (8 mL) cooled at 0° C., under nitrogen atmosphere, is slowly added (diazomethyl)trimethylsilane (3.14 ml, 6.29 mmol, 2.0M in hexane). The reaction is stirred at RT for 15 h (UPLC-MS monitoring: complete conversion). The reaction is cooled at 0° C. and 48% hydrobromic acid (1.23 mL, 7.34 mmol) is added dropwise. The reaction is stirred at RT for 3 hour. Then EtOAc and water are added, the organic layer is separa... Run in O (water), CC#N (MeCN). Product: BrCC(=O)C1=CN=C(S1)C (2-bromo-1-(2-methyl-thiazol-5-yl)-ethanone). Starting materials: CCOC(=O)C (EtOAc), CC=1SC=C(N1)C(=O)Cl (2-methylthiazole-4-carbonyl chloride), Br (hydrobromic acid), [N+](=[N-])=C[Si](C)(C)C ((diazomethyl)trimethylsilane). Yield: 87.0%. As a reaction SMILES: [CH3:1][C:2]1[S:3][CH:4]=[C:5](C(Cl)=O)[N:6]=1.[N+](=C[Si](C)(C)C)=[N-].[BrH:17].[CH3:18][CH2:19][O:20]C(C)=O>CC#N.O>[Br:17][CH2:18][C:19]([C:4]1[S:3][C:2]([CH3:1])=[N:6][CH:5]=1)=[O:20]. Reaction conditions: time 15 hour.